From a dataset of the Open Reaction Database (ORD), a public repository of structured organic reaction records. describe an organic reaction: reactants, conditions, products, and yield The reactants are [BH4-], O=C([O-])O, CC(=O)OC1(C(C)=O)CCC2C3C(O)C(Cl)C4=CC(=O)OC(O)C4(C)C3CCC21C, CO, [Na+], [Na+], C1CCOC1, O. Product: CC(=O)OC1(C(C)=O)CCC2C3C(O)C(Cl)C4=CC(=O)OCC4(C)C3CCC21C. As a reaction SMILES: [BH4-:1].[C:33](=[O:34])([O-:35])[OH:36].[C:3]([CH3:4])(=[O:5])[O:6][C:7]1([C:8]([CH3:9])=[O:10])[CH2:11][CH2:12][CH:13]2[CH:14]3[CH:15]([OH:32])[CH:16]([Cl:31])[C:17]4=[CH:18][C:19](=[O:30])[O:20][CH:21]([OH:29])[C:22]4([CH3:23])[CH:24]3[CH2:25][CH2:26][C:27]12[CH3:28].[CH3:44][OH:45].[Na+:2].[Na+:37].[O:38]1[CH2:39][CH2:40][CH2:41][CH2:42]1.[OH2:43]>>[C:3]([CH3:4])(=[O:5])[O:6][C:7]1([C:8]([CH3:9])=[O:10])[CH2:11][CH2:12][CH:13]2[CH:14]3[CH:15]([OH:32])[CH:16]([Cl:31])[C:17]4=[CH:18][C:19](=[O:30])[O:20][CH2:21][C:22]4([CH3:23])[CH:24]3[CH2:25][CH2:26][C:27]12[CH3:28].